This data is from the Open Reaction Database (ORD), a public repository of structured organic reaction records. The task is: describe an organic reaction: reactants, conditions, products, and yield RXN SMILES: C(OC(=O)[NH:7][C@H:8]([C:13](=[O:18])[N:14]([O:16][CH3:17])[CH3:15])[C:9]([CH3:12])([CH3:11])[CH3:10])(C)(C)C.FC(F)(F)C(O)=O>ClCCl.CO>[NH2:7][C@@H:8]([C:9]([CH3:12])([CH3:11])[CH3:10])[C:13]([N:14]([O:16][CH3:17])[CH3:15])=[O:18]. Reported procedure: To a solution of [1(S)-(methoxy-methyl-carbamoyl)-2,2-dimethylpropyl]-carbamic acid-tert-butyl ester (1.686 g, 6.15 mmol) in dichloromethane (20 mL) at 0° C. was added trifluoroacetic acid (17 mL). The reaction was allowed to stand for 16 hours at <5° C. before the solvents were removed in vacuo to give a bright yellow oil. The residue was dissolved in methanol (30 mL) and was treated portionwise with Dowex 1X8-400 basic resin until pH 9. Filtration and removal of the solvents in vacuo gave the ... The yield is 92.4%. Starting materials: C(C)(C)(C)OC(N[C@@H](C(C)(C)C)C(N(C)OC)=O)=O ([1(S)-(methoxy-methyl-carbamoyl)-2,2-dimethylpropyl]-carbamic acid-tert-butyl ester), FC(C(=O)O)(F)F (trifluoroacetic acid). Product: N[C@H](C(=O)N(C)OC)C(C)(C)C (2(S)-Amino-N-methoxy-3,3,N-trimethyl-butyramide). Solvent: CO (methanol), ClCCl (dichloromethane). Reaction conditions: time 16 hour. The reactants are BrC1=C2C=C(C=NC2=CC=C1)OC (5-bromo-3-methoxy-quinoline), C(C=C)(=O)OCC (ethyl acrylate). The reagents and catalysts are [Pd] (Pd/C). Solvent: C1CCOC1.CO (THF MeOH). Product: COC=1C=NC2=CC=CC(=C2C1)CCC(=O)O (3-(3-methoxy-quinolin-5-yl)-propionic acid). Reaction SMILES: Br[C:2]1[CH:11]=[CH:10][CH:9]=[C:8]2[C:3]=1[CH:4]=[C:5]([O:12][CH3:13])[CH:6]=[N:7]2.[C:14]([O:18]CC)(=[O:17])[CH:15]=[CH2:16]>C1COCC1.CO.[Pd]>[CH3:13][O:12][C:5]1[CH:6]=[N:7][C:8]2[C:3]([CH:4]=1)=[C:2]([CH2:16][CH2:15][C:14]([OH:18])=[O:17])[CH:11]=[CH:10][CH:9]=2 |f:2.3|. Reported procedure: This compound was synthesised from 5-bromo-3-methoxy-quinoline (5.0 g, 21 mmol; prepared as in DE 10316081) and ethyl acrylate (5 eq.) according to method G followed by hydrogenation over Pd/C in THF/MeOH 4:1. The hydrolysis was carried out according to method F. The product was isolated as a colourless solid (0.1 g). Reactants: CC(C)(C)OC(=O)NC1CCN(Cc2ccccc2)CC1, CO. Product: CC(C)(C)OC(=O)NC1CCNCC1. Reaction SMILES: [CH2:1]([c:2]1[cH:3][cH:4][cH:5][cH:6][cH:7]1)[N:8]1[CH2:9][CH2:10][CH:11]([NH:14][C:15](=[O:16])[O:17][C:18]([CH3:19])([CH3:20])[CH3:21])[CH2:12][CH2:13]1.[CH3:22][OH:23]>>[NH:8]1[CH2:9][CH2:10][CH:11]([NH:14][C:15](=[O:16])[O:17][C:18]([CH3:19])([CH3:20])[CH3:21])[CH2:12][CH2:13]1. Starting materials: C[O-].[Na+] (sodium methoxide), COC1CCCC1 (Cyclopentyl methyl ether), BrC=1N(C2=NC(=NC(=C2N1)N)O[C@H](CCC)C)C1OCCCC1 (8-Bromo-2-{[(1S)-1-methylbutyl]oxy}-9-(tetrahydro-2H-pyran-2-yl)-9H-purin-6-amine), C(=O)(C(F)(F)F)O (TFA). Solvent: CO (methanol), CC1OCCC1 (methyl tetrahydrofuran), CO (MeOH). Conditions: time 30 minute. Yields the product FC(C(=O)O)(F)F.C[C@@H](CCC)OC1=NC(=C2N=C(NC2=N1)OC)N (2-{[(1S)-1-Methylbutyl]oxy}-8-(methyloxy)-9H-purin-6-amine, trifluoroacetate Salt). RXN SMILES: Br[C:2]1[N:3](C2CCCCO2)[C:4]2[C:9]([N:10]=1)=[C:8]([NH2:11])[N:7]=[C:6]([O:12][C@@H:13]([CH3:17])[CH2:14][CH2:15][CH3:16])[N:5]=2.C[O-].[Na+].[C:27]([OH:33])([C:29]([F:32])([F:31])[F:30])=[O:28].[CH3:34][O:35]C1CCCC1>CC1CCCO1.CO>[F:30][C:29]([F:32])([F:31])[C:27]([OH:33])=[O:28].[CH3:17][C@H:13]([O:12][C:6]1[N:5]=[C:4]2[C:9]([N:10]=[C:2]([O:35][CH3:34])[NH:3]2)=[C:8]([NH2:11])[N:7]=1)[CH2:14][CH2:15][CH3:16] |f:1.2,7.8|. Procedure: 8-Bromo-2-{[(1S)-1-methylbutyl]oxy}-9-(tetrahydro-2H-pyran-2-yl)-9H-purin-6-amine (1.26 kg, corrected for residual solvent) was dissolved in anhydrous methyl tetrahydrofuran (MeTHF) (11.4 L) and 25% sodium methoxide in methanol (2.65 L, 3.5 eq) was added. The resultant reaction mixture was heated to 65+/−5° C. for 3 hrs. The complete reaction was cooled to room temperature and washed with 20% w/v aqueous ammonium chloride solution (2×6.3 L) and brine (6.3 L). The organic phase was dried with MgS... The reactants are BrC1=NC(=CC=C1)Br (2,6-dibromopyridine), C(C)(C)(C)N (tert-butylamine). Run in CS(=O)C (dimethylsulfoxide), O (water). The product is BrC1=CC=CC(=N1)NC(C)(C)C (6-bromo-N-(tert-butyl)pyridin-2-ylamine). Isolated yield 10.6%. RXN SMILES: Br[C:2]1[CH:7]=[CH:6][CH:5]=[C:4]([Br:8])[N:3]=1.[C:9]([NH2:13])([CH3:12])([CH3:11])[CH3:10]>CS(C)=O.O>[Br:8][C:4]1[N:3]=[C:2]([NH:13][C:9]([CH3:12])([CH3:11])[CH3:10])[CH:7]=[CH:6][CH:5]=1. Procedure: A stirred solution of 2,6-dibromopyridine (4.0 g, 16.5 mmol) and tert-butylamine (1.8 ml, 17.2 mmol) in dimethylsulfoxide (10 ml) was heated at 100° C. in a sealed tube for 20 h. After cooling to ambient temperature the reaction was diluted with water and extracted into dichloromethane. Combined organic extracts were washed with water and saturated brine then dried over magnesium sulfate, filtered and evaporated in vacuo to give a solid. Purification by chromatography on silica gel eluting with ...